Dataset: the Open Reaction Database (ORD), a public repository of structured organic reaction records. Task: describe an organic reaction: reactants, conditions, products, and yield The reactants are COC(C(CC1=CNC2=CC=C(C=C12)OCC)([N+](=O)[O-])C)=O ((+/−)-3-(5-ethoxy-1H-indol-3-yl)-2-methyl-2-nitro-propionic acid methyl ester). Run in CO (methanol). Run at time 8 hour. Product: COC(C(CC1=CNC2=CC=C(C=C12)OCC)(C)N)=O ((+/−)-2-amino-3-(5-ethoxy-1H-indol-3-yl)-2-methyl-propionic acid methyl ester). The yield is 87.9%. Reaction SMILES: [CH3:1][O:2][C:3](=[O:22])[C:4]([CH3:21])([N+:18]([O-])=O)[CH2:5][C:6]1[C:14]2[C:9](=[CH:10][CH:11]=[C:12]([O:15][CH2:16][CH3:17])[CH:13]=2)[NH:8][CH:7]=1>CO>[CH3:1][O:2][C:3](=[O:22])[C:4]([NH2:18])([CH3:21])[CH2:5][C:6]1[C:14]2[C:9](=[CH:10][CH:11]=[C:12]([O:15][CH2:16][CH3:17])[CH:13]=2)[NH:8][CH:7]=1. Procedure: To a stirred solution of (+/−)-3-(5-ethoxy-1H-indol-3-yl)-2-methyl-2-nitro-propionic acid methyl ester (5.3 g, 17.3 mmol) in dry methanol (50 ml) Raney nickel is added and the mixture is stirred at room temperature under H2 at atmospheric pressure overnight. The reaction mixture is filtered through a pad of Celite and the solid is washed with methanol. The filtrate is concentrated and the residue is purified by column chromatography (dichloromethane-methanol, 95:5) to give (+/−)-2-amino-3-(5-eth... Starting materials: CCOC(=O)C (EtOAc), OCCC1=C(C=CC=C1)C1CCN(CC1)C(=O)OC(C)(C)C (tert-butyl 4-(2-(hydroxyethyl)phenyl]piperidinecarboxylate), Cl (HCl). Product: Cl.N1CCC(CC1)C1=C(C=CC=C1)C(C)O (1-(2-(4-Piperidyl)phenyl)ethan-1-ol hydrochloride), solid. RXN SMILES: O[CH2:2][CH2:3][C:4]1[CH:9]=[CH:8][CH:7]=[CH:6][C:5]=1[CH:10]1[CH2:15][CH2:14][N:13](C(OC(C)(C)C)=O)[CH2:12][CH2:11]1.[ClH:23].CC[O:26]C(C)=O>>[ClH:23].[NH:13]1[CH2:14][CH2:15][CH:10]([C:5]2[CH:6]=[CH:7][CH:8]=[CH:9][C:4]=2[CH:3]([OH:26])[CH3:2])[CH2:11][CH2:12]1 |f:3.4|. Procedure: The title compound was prepared according to the procedure described in Example 1 (Step e) using tert-butyl 4-(2-(hydroxyethyl)phenyl]piperidinecarboxylate (Step b) (1.22 g, 4.0 mmol) and satd anhydrous HCl in EtOAc (50 mL). The title compound was obtained as a white solid (0.96 g). MS (ESI, pos. ion) m/z: 206 (M+1); MS (ESI, neg. ion) m/z: 204 (M−1). Calc'd for C13H19NO: 205.15. The reactants are N#N (N2), [NH4+].[Cl-] (NH4Cl), CC1(OCCO1)C1=CC=C(S1)CC(=O)O ([5-(2-methyl-[1,3]dioxolan-2-yl)-thiophen-2-yl]-acetic acid), C=1C=CC2=C(C1)N=NN2O (HOBT), C(CCl)Cl (EDC), CCN(C(C)C)C(C)C (DIPEA), Cl.COC([C@@H](N)CO)=O (serine methylester hydrochloride). Reagents/catalysts: CN(C)C=1C=CN=CC1 (DMAP). The solvent is C(Cl)Cl (CH2Cl2). Conditions: time 1 hour. Yields the product COC(C(CO)NC(CC=1SC(=CC1)C1(OCCO1)C)=O)=O (3-Hydroxy-2-{2-[5-(2-methyl-[1,3]dioxolan-2-yl)-thiophen-2-yl]-acetylamino}-propionic acid methyl ester). RXN SMILES: N#N.[CH3:3][C:4]1([C:9]2[S:13][C:12]([CH2:14][C:15]([OH:17])=O)=[CH:11][CH:10]=2)[O:8][CH2:7][CH2:6][O:5]1.C1C=CC2N(O)N=NC=2C=1.C(Cl)CCl.CCN(C(C)C)C(C)C.Cl.[CH3:42][O:43][C:44](=[O:49])[C@H:45]([CH2:47][OH:48])[NH2:46].[NH4+].[Cl-]>C(Cl)Cl.CN(C1C=CN=CC=1)C>[CH3:42][O:43][C:44](=[O:49])[CH:45]([NH:46][C:15](=[O:17])[CH2:14][C:12]1[S:13][C:9]([C:4]2([CH3:3])[O:5][CH2:6][CH2:7][O:8]2)=[CH:10][CH:11]=1)[CH2:47][OH:48] |f:5.6,7.8|. Procedure details: In a flame dried round-bottomed flask equipped with a magnetic stir bar and under inert atmosphere (N2), a solution of [5-(2-methyl-[1,3]dioxolan-2-yl)-thiophen-2-yl]-acetic acid (1.25 g, 5.48 mmol) in CH2Cl2 (20 mL) was treated sequentially with DMAP (135 mg, 1.10 mmol), HOBT (1.07 g, 6.80 mmol), EDC (2.68 g, 13.69 mmol) and DIPEA (3.85 mL, 21.9 mmol). After stirring for 1 h at rt, serine methylester hydrochloride (913 g, 5.75 mmol was added and the reaction mixture stirred for 1 h at rt. Sat. ... Reactants: xylenes, C1(CCCC1)N1C(C(=CC2=C1N=C(N=C2)S(=O)C)OCCOCC)=O (8-Cyclopentyl-6-(2-ethoxy-ethoxy)-2-methanesulfinyl-8H-pyrido[2,3-d]pyrimidin-7-one), solution, C(C)(C)(C)OC(=O)N1CCN(CC1)C=1C=NC(=CC1)N (4-(6-amino-pyridin-3-yl)-piperazine-1-carboxylic acid tert-butyl ester). Solvent: C1(=CC=CC=C1)C (toluene), C1(=CC=CC=C1)C (toluene), C(Cl)Cl (CH2Cl2), C1(=CC=CC=C1)C (toluene). Run at temperature 110 celsius. Yields the product C(C)(C)(C)OC(=O)N1CCN(CC1)C=1C=NC(=CC1)NC=1N=CC2=C(N1)N(C(C(=C2)OCCOCC)=O)C2CCCC2 (4-{6-[8-cyclopentyl-6-(2-ethoxy-ethoxy)-7-oxo-7,8-dihydro-pyrido[2,3-d]pyrimidin-2-ylamino]-pyridin-3-yl}-piperazine-1-carboxylic acid tert-butyl ester). Yield: 22.0%. Reaction SMILES: [CH:1]1([N:6]2[C:11]3[N:12]=[C:13](S(C)=O)[N:14]=[CH:15][C:10]=3[CH:9]=[C:8]([O:19][CH2:20][CH2:21][O:22][CH2:23][CH3:24])[C:7]2=[O:25])[CH2:5][CH2:4][CH2:3][CH2:2]1.[C:26]([O:30][C:31]([N:33]1[CH2:38][CH2:37][N:36]([C:39]2[CH:40]=[N:41][C:42]([NH2:45])=[CH:43][CH:44]=2)[CH2:35][CH2:34]1)=[O:32])([CH3:29])([CH3:28])[CH3:27]>C1(C)C=CC=CC=1.C(Cl)Cl>[C:26]([O:30][C:31]([N:33]1[CH2:38][CH2:37][N:36]([C:39]2[CH:40]=[N:41][C:42]([NH:45][C:13]3[N:14]=[CH:15][C:10]4[CH:9]=[C:8]([O:19][CH2:20][CH2:21][O:22][CH2:23][CH3:24])[C:7](=[O:25])[N:6]([CH:1]5[CH2:5][CH2:4][CH2:3][CH2:2]5)[C:11]=4[N:12]=3)=[CH:43][CH:44]=2)[CH2:35][CH2:34]1)=[O:32])([CH3:29])([CH3:27])[CH3:28]. Procedure details: 8-Cyclopentyl-6-(2-ethoxy-ethoxy)-2-methanesulfinyl-8H-pyrido[2,3-d]pyrimidin-7-one (1.2 mL of a 0.46 M solution in toluene, 0.552 mmol) and 4-(6-amino-pyridin-3-yl)-piperazine-1-carboxylic acid tert-butyl ester (0.307 g, 1.1 mmol) were combined in toluene under nitrogen and heated to 110° C. After 4 h the toluene was replaced by xylenes (1 mL) and heating was continued under reflux overnight. After cooling to room temperature the crude reaction mixture was dissolved in CH2Cl2 and washed with sa... Reactants: CCOC(C)=O, CCCCCCC, O=C(c1cnccc1Oc1cc(Cl)ccc1Cl)N1CCCc2ccccc21, CN(c1cc(Cl)c(F)cc1N)C1CC1. The product is CN(c1cc(Cl)c(F)cc1NC(=O)c1cnccc1Oc1cc(Cl)ccc1Cl)C1CC1. Reaction SMILES: [C:42]([O:43][CH2:44][CH3:45])(=[O:46])[CH3:47].[CH3:48][CH2:49][CH2:50][CH2:51][CH2:52][CH2:53][CH3:54].[Cl:1][c:2]1[c:3]([O:4][c:5]2[c:6]([C:11](=[O:12])[N:13]3[c:14]4[c:15]([cH:16][cH:17][cH:18][cH:19]4)[CH2:20][CH2:21][CH2:22]3)[cH:7][n:8][cH:9][cH:10]2)[cH:23][c:24]([Cl:27])[cH:25][cH:26]1.[Cl:28][c:29]1[cH:30][c:31]([N:37]([CH3:38])[CH:39]2[CH2:40][CH2:41]2)[c:32]([NH2:36])[cH:33][c:34]1[F:35]>>[Cl:1][c:2]1[c:3]([O:4][c:5]2[c:6]([C:11](=[O:12])[NH:36][c:32]3[c:31]([N:37]([CH3:38])[CH:39]4[CH2:40][CH2:41]4)[cH:30][c:29]([Cl:28])[c:34]([F:35])[cH:33]3)[cH:7][n:8][cH:9][cH:10]2)[cH:23][c:24]([Cl:27])[cH:25][cH:26]1. The reactants are ClC=1C(NC=2CCC3=C(C2C1)C=CC=C3)=O (2-chloro-5,6-dihydro-benzo[f]quinolin-3(4H)-one), C[O-].[Na+] (sodium methoxide), steel. Run in CO (methanol). Product: OC=1C(NC=2CCC3=C(C2C1)C=CC=C3)=O (2-Hydroxy-5,6-dihydrobenzo[f]quinolin-3(4H)-one). Reaction SMILES: Cl[C:2]1[C:3](=[O:16])[NH:4][C:5]2[CH2:6][CH2:7][C:8]3[CH:15]=[CH:14][CH:13]=[CH:12][C:9]=3[C:10]=2[CH:11]=1.C[O-:18].[Na+]>CO>[OH:18][C:2]1[C:3](=[O:16])[NH:4][C:5]2[CH2:6][CH2:7][C:8]3[CH:15]=[CH:14][CH:13]=[CH:12][C:9]=3[C:10]=2[CH:11]=1 |f:1.2|. Reported procedure: Add 23.1 gm of 2-chloro-5,6-dihydro-benzo[f]quinolin-3(4H)-one to 300 ml of methanol containing 30 gm of sodium methoxide. Heat the system in a steel bomb at about 200° C. for 12 hours. Stop the reaction, remove solvent, treat with water, and isolate the title compound. Reactants: [Al+3], [H-], [H-], [H-], [H-], [Li+], O=C(CCCc1cccs1)N1CCOCC1. Product: c1csc(CCCCN2CCOCC2)c1. Reaction SMILES: [Al+3:18].[H-:17].[H-:20].[H-:21].[H-:22].[Li+:19].[s:1]1[c:2]([CH2:6][CH2:7][CH2:8][C:9](=[O:10])[N:11]2[CH2:12][CH2:13][O:14][CH2:15][CH2:16]2)[cH:3][cH:4][cH:5]1>>[s:1]1[c:2]([CH2:6][CH2:7][CH2:8][CH2:9][N:11]2[CH2:12][CH2:13][O:14][CH2:15][CH2:16]2)[cH:3][cH:4][cH:5]1.